Dataset: the Open Reaction Database (ORD), a public repository of structured organic reaction records. Task: describe an organic reaction: reactants, conditions, products, and yield Starting materials: C1(=CC=CC=C1)N1C(NNC1=O)=O (4-phenyl-1,2,4-triazolidine-3,5-dione), C(C)(=O)OC(C)=O (acetic anhydride). Run in C(Cl)(Cl)Cl (chloroform). The product is CC(=O)N1NC(N(C1=O)C1=CC=CC=C1)=O (1-methylcarbonyl-4-phenyl-1,2,4-triazolidine-3,5-dione). The yield is 54.0%. Reaction SMILES: [C:1]1([N:7]2[C:11](=[O:12])[NH:10][NH:9][C:8]2=[O:13])[CH:6]=[CH:5][CH:4]=[CH:3][CH:2]=1.[C:14](OC(=O)C)(=[O:16])[CH3:15]>C(Cl)(Cl)Cl>[CH3:15][C:14]([N:10]1[C:11](=[O:12])[N:7]([C:1]2[CH:2]=[CH:3][CH:4]=[CH:5][CH:6]=2)[C:8](=[O:13])[NH:9]1)=[O:16]. Reported procedure: To a suspension of 5.3 g (30 mmol) of 4-phenyl-1,2,4-triazolidine-3,5-dione in 175 ml of chloroform was added dropwise over a 15 minute period 45.9 g (450 mmol) of acetic anhydride with stirring. The reaction mixture was stirred at room temperature for five days. The reaction mixture was filtered to remove a white precipitate which was washed with 30 ml of chloroform to give 3.55 g (54.0 %) of 1-methylcarbonyl-4-phenyl-1,2,4-triazolidine-3,5-dione as white solid, m.p. 215°-218.5° C. The filtrate...